This data is from the Open Reaction Database (ORD), a public repository of structured organic reaction records. The task is: describe an organic reaction: reactants, conditions, products, and yield Starting materials: CCOCc1nc2cnc3cc(OCc4ccccc4)ccc3c2n1NC(=O)OC(C)(C)C, CCO, Cl. Product: CCOCc1nc2cnc3cc(OCc4ccccc4)ccc3c2n1N. RXN SMILES: [CH2:1]([c:2]1[cH:3][cH:4][cH:5][cH:6][cH:7]1)[O:8][c:9]1[cH:10][cH:11][c:12]2[c:13]3[c:14]([cH:15][n:16][c:17]2[cH:18]1)[n:19][c:20]([CH2:30][O:31][CH2:32][CH3:33])[n:21]3[NH:22][C:23](=[O:24])[O:25][C:26]([CH3:27])([CH3:28])[CH3:29].[CH3:35][CH2:36][OH:37].[ClH:34]>>[CH2:1]([c:2]1[cH:3][cH:4][cH:5][cH:6][cH:7]1)[O:8][c:9]1[cH:10][cH:11][c:12]2[c:13]3[c:14]([cH:15][n:16][c:17]2[cH:18]1)[n:19][c:20]([CH2:30][O:31][CH2:32][CH3:33])[n:21]3[NH2:22]. Starting materials: ClC=1C=CC2=C(N(C3=C(CC2)C=CC=C3)CCCOS(=O)(=O)C)C1 (3-chloro-5-(3-methylsulfonyloxypropyl)-10,11-dihydro-5H-dibenz[b,f]azepine), O=C1NC2N(CCCC2)C12CCNCC2 (1,2,3,5,6,7,8,8a-octahydro-2-oxoimidazo[1,2-a]pyridine-3-spiro-4'-piperidine), C([O-])([O-])=O.[K+].[K+] (potassium carbonate), Cl (hydrochloric acid). The solvent is C(C)O (ethanol), O (water), CO (methanol). Conditions: temperature 60 celsius, time 4 hour. Yields the product O.Cl.Cl.ClC=1C=CC2=C(N(C3=C(CC2)C=CC=C3)CCCN3CCC2(CC3)C(NC3N2CCCC3)=O)C1 (1'-[3-(3-chloro-10,11-dihydro-5H-dibenz[b,f]azepin-5-yl)-propyl]-1,2,3,5,6,7,8,8a-octahydro-2-oxo-imidazo[1,2-a]pyridine-3-spiro-4'-piperidine dihydrochloride monohydrate). As a reaction SMILES: [Cl:1][C:2]1[CH:3]=[CH:4][C:5]2[CH2:11][CH2:10][C:9]3[CH:12]=[CH:13][CH:14]=[CH:15][C:8]=3[N:7]([CH2:16][CH2:17][CH2:18][O:19]S(C)(=O)=O)[C:6]=2[CH:24]=1.[O:25]=[C:26]1[C:34]2([CH2:39][CH2:38][NH:37][CH2:36][CH2:35]2)[N:29]2[CH2:30][CH2:31][CH2:32][CH2:33][CH:28]2[NH:27]1.C(=O)([O-])[O-].[K+].[K+].[ClH:46]>C(O)C.CO.O>[OH2:19].[ClH:1].[ClH:46].[Cl:1][C:2]1[CH:3]=[CH:4][C:5]2[CH2:11][CH2:10][C:9]3[CH:12]=[CH:13][CH:14]=[CH:15][C:8]=3[N:7]([CH2:16][CH2:17][CH2:18][N:37]3[CH2:38][CH2:39][C:34]4([N:29]5[CH2:30][CH2:31][CH2:32][CH2:33][CH:28]5[NH:27][C:26]4=[O:25])[CH2:35][CH2:36]3)[C:6]=2[CH:24]=1 |f:2.3.4,9.10.11.12|. Procedure details: A mixture of 5 g of 3-chloro-5-(3-methylsulfonyloxypropyl)-10,11-dihydro-5H-dibenz[b,f]azepine, 4 g of 1,2,3,5,6,7,8,8a-octahydro-2-oxoimidazo[1,2-a]pyridine-3-spiro-4'-piperidine, 4 g of potassium carbonate and 4 g of water in 40 ml of ethanol is stirred at 60° C. for 4 hours. The upper layer is separated and concentrated, and the residue is dissolved in 100 ml of toluene. The toluene solution is washed with water, dried, concentrated to about 15 ml and allowed to stand. The precipitated crysta... Starting materials: CC1=C(OC2=C1C(=C(C=C2)CC)O)C(=O)OCC (ethyl 3-methyl-4-hydroxy-5-ethylbenzofuran-2-carboxylate), C([O-])([O-])=O.[K+].[K+] (potassium carbonate), IC (iodomethane). The solvent is CN(C)C=O (DMF), CCOCC (ether), O (water). Reaction conditions: time 14 hour. Product: CC1=C(OC2=C1C(=C(C=C2)CC)OC)C(=O)OCC (ethyl 3-methyl -4-methoxy-5-ethylbenzofuran-2-carboxylate). The yield is 90.6%. As a reaction SMILES: [CH3:1][C:2]1[C:6]2[C:7]([OH:13])=[C:8]([CH2:11][CH3:12])[CH:9]=[CH:10][C:5]=2[O:4][C:3]=1[C:14]([O:16][CH2:17][CH3:18])=[O:15].[C:19](=O)([O-])[O-].[K+].[K+].IC>CN(C=O)C.CCOCC.O>[CH3:1][C:2]1[C:6]2[C:7]([O:13][CH3:19])=[C:8]([CH2:11][CH3:12])[CH:9]=[CH:10][C:5]=2[O:4][C:3]=1[C:14]([O:16][CH2:17][CH3:18])=[O:15] |f:1.2.3|. Procedure details: To a solution of 0.25 g (1.01 mmol) of ethyl 3-methyl-4-hydroxy-5-ethylbenzofuran-2-carboxylate in 3.0 mL of DMF was added 0.417 g (3 eq) of potassium carbonate and 0.63 mL (10 eq) of iodomethane and the reaction was stirred at room temperature for 14 h. The reaction was then diluted with ether and water. The organic layer was washed with water, dried over magnesium sulfate, filtered and concentrated in vacuo. The residue was chromatographed on silica gel eluting with ethyl acetate/hexanes (1:10... Starting materials: C=O (formaldehyde), CS (methanethiol), OC1=CC=NC2=C(C=CC=C12)C (4-hydroxy-8-methylquinoline), C=O (formaldehyde), CS (methanethiol). Run in C(C)N(CC)CC (triethylamine), industrial methylated spirit, C(C)O (ethanol), C(C)N(CC)CC (triethylamine). Product: OC1=C(C=NC2=C(C=CC=C12)C)CSC (4-hydroxy-8-methyl-3-methylthiomethylquinoline). RXN SMILES: [OH:1][C:2]1[C:11]2[C:6](=[C:7]([CH3:12])[CH:8]=[CH:9][CH:10]=2)[N:5]=[CH:4][CH:3]=1.[CH3:13][SH:14].[CH2:15]=O>C(N(CC)CC)C.C(O)C>[OH:1][C:2]1[C:11]2[C:6](=[C:7]([CH3:12])[CH:8]=[CH:9][CH:10]=2)[N:5]=[CH:4][C:3]=1[CH2:13][S:14][CH3:15]. Procedure: To a stirred suspension of 4-hydroxy-8-methylquinoline (10.0 g.) in triethylamine (8.8 ml.) and industrial methylated spirit (15 ml.) at 0°-5° was added methanethiol (10.4 ml.) followed by aqueous formaldehyde (40%, 14.2 ml.). The mixture was stirred and boiled under reflux for 30 hours. Aqueous formaldehyde (40%, 14.2 ml.) was added dropwise to a stirred solution of triethylamine (8.8 ml.) and methanethiol (10.4 ml.) in ethanol (15 ml.), maintaining the temperature below 10°. The resulting solu... Starting materials: [OH-].[Na+] (NaOH), solution, CC(=CCN1C(C2=CC=CC=C2C1=O)=O)CCC=C(CCC=C(C)C)C (2-(3,7,11-Trimethyl-2,6,10-dodecatrienyl)-1H-isoindole-1,3(2H)-dione), CNN (methyl hydrazine). Solvent: C(C)O (ethanol). Run at time 4 hour. Product: C(C=C(C)CCC=C(C)CCC=C(C)C)N (Farnesyl amine). Isolated yield 89.0%. Reaction SMILES: [CH3:1][C:2]([CH2:16][CH2:17][CH:18]=[C:19]([CH3:26])[CH2:20][CH2:21][CH:22]=[C:23]([CH3:25])[CH3:24])=[CH:3][CH2:4][N:5]1C(=O)C2C(=CC=CC=2)C1=O.CNN.[OH-].[Na+]>C(O)C>[CH2:4]([NH2:5])[CH:3]=[C:2]([CH2:16][CH2:17][CH:18]=[C:19]([CH2:20][CH2:21][CH:22]=[C:23]([CH3:25])[CH3:24])[CH3:26])[CH3:1] |f:2.3|. Procedure details: A solution 2.50 g (7.1 mmol) of Part (1) compound in 15 ml of absolute ethanol at room temperature under argon was treated with 1.9 ml (35.57 mmol, 5.0 eq.) of methyl hydrazine and stirred for 2 hours at room temperature and 4 hours at reflux. After cooling and the addition of 7.1 ml (7.1 mmol, 1.0 eq.) of 1M NaOH, the ethanol was removed under reduced pressure. The residue was extracted with 350 ml of ethyl ether and the ether layer washed with 100 ml of lM NaOH, 50 ml of H2O and 50 ml of brine...